describe an organic reaction: reactants, conditions, products, and yield From a dataset of the Open Reaction Database (ORD), a public repository of structured organic reaction records. RXN SMILES: CN(C=O)C.[O:6]=[CH:7][C@@H:8]([C@H:10]([C@@H:12]([C@@H:14]([CH2:16][OH:17])[OH:15])[OH:13])[OH:11])[OH:9].[C:18]([Si:22](Cl)([C:29]1[CH:34]=[CH:33][CH:32]=[CH:31][CH:30]=1)[C:23]1[CH:28]=[CH:27][CH:26]=[CH:25][CH:24]=1)([CH3:21])([CH3:20])[CH3:19]>C(OCC)(=O)C>[Si:22]([O:6][CH2:7][C@@H:8]([OH:9])[C@@H:10]([OH:11])[C@H:12]([OH:13])[C@@H:14]([OH:15])[CH:16]=[O:17])([C:18]([CH3:21])([CH3:20])[CH3:19])([C:29]1[CH:30]=[CH:31][CH:32]=[CH:33][CH:34]=1)[C:23]1[CH:28]=[CH:27][CH:26]=[CH:25][CH:24]=1. Run at temperature 0 celsius, time 21 hour. The product is [Si](C1=CC=CC=C1)(C1=CC=CC=C1)(C(C)(C)C)OC[C@H]([C@H]([C@@H]([C@H](C=O)O)O)O)O (6-O-tert-butyldiphenylsilyl-D-glucose). Procedure: DMF (10 mL) was placed in a 50 mL flask and cooled to 0° C. in an ice bath. 5 g of D-glucose was added, followed by 0.9 molar equiv. (6.5 mL) of tert-butylchlorodiphenylsilane. The reaction was left for 21 h at 0° C., after which it was poured into 5 mL of ethyl acetate and washed with saturated NaHCO3, brine, dried, isolated by flash column chromatography and evaporated to a yellow solid of 11 (30%). 1NMR [(300 MHz, CDCl3) 5 (ppm): 7.64 (m, 4 H), 7.32 (m, 6 H), 5.13-2.94 (m, 11 H), 1.0 (s, 9 H)... Run in C(C)(=O)OCC (ethyl acetate). The reactants are CN(C)C=O (DMF), O=C[C@H](O)[C@@H](O)[C@H](O)[C@H](O)CO (D-glucose), C(C)(C)(C)[Si](C1=CC=CC=C1)(C1=CC=CC=C1)Cl (tert-butylchlorodiphenylsilane). Starting materials: ClC1=C(OC=2C=CC(=NC2)C(=O)N)C=CC(=C1)C=O (5-(2-chloro-4-formylphenoxy)pyridine-2-carboxamide), S1C(=CC=C1)CCN (2-(2-thienyl)ethylamine). Yields the product ClC1=C(OC=2C=CC(=NC2)C(=O)N)C=CC(=C1)CNCCC=1SC=CC1 (5-{2-Chloro-4-[(2-thiophen-2-ylethylamino)methyl]phenoxy}pyridine-2-carboxamide). Yield: 72.9%. As a reaction SMILES: [Cl:1][C:2]1[CH:17]=[C:16]([CH:18]=O)[CH:15]=[CH:14][C:3]=1[O:4][C:5]1[CH:6]=[CH:7][C:8]([C:11]([NH2:13])=[O:12])=[N:9][CH:10]=1.[S:20]1[CH:24]=[CH:23][CH:22]=[C:21]1[CH2:25][CH2:26][NH2:27]>>[Cl:1][C:2]1[CH:17]=[C:16]([CH2:18][NH:27][CH2:26][CH2:25][C:21]2[S:20][CH:24]=[CH:23][CH:22]=2)[CH:15]=[CH:14][C:3]=1[O:4][C:5]1[CH:6]=[CH:7][C:8]([C:11]([NH2:13])=[O:12])=[N:9][CH:10]=1. Procedure: Using a method similar to Example 405, using 5-(2-chloro-4-formylphenoxy)pyridine-2-carboxamide (0.0388 g, 0.140 mmol) and 2-(2-thienyl)ethylamine (0.018 g, 0.140 mmol) gives the title compound (0.0396 g, 72.8%): TOF MS ES+ 388.1 (M+H)+. HRMS calcd for C19H19N3O2ClS 388.0887 (M+H)+, found 388.0866, time 0.39 min; HPLC [YMC-Pack Pro C-18 (150×4.6 mm, S-5 microm), 0.1% TFA/acetonitrile in 0.1% TFA/water at 1.0 mL/min, 20-99% over 23 min], tR=7.6 min, 100% purity.